This data is from the Open Reaction Database (ORD), a public repository of structured organic reaction records. The task is: describe an organic reaction: reactants, conditions, products, and yield Reactants: [N+](=O)([O-])CCOC(C)=O (nitroethylacetate), SC(=CC(C)=O)S (4,4-dimercapto-3-buten-2-one), SC(=CC(C)=O)S (4,4-dimercapto-3-buten-2-one). Solvent: C(C)O (ethanol), C(C)O (ethanol), C(C)O (ethanol). The product is O=C(C=C1SCC(S1)=NO)C (2-(2-Oxopropylidene)-4-oximino-1,3-dithiolane). Reaction SMILES: [SH:1][C:2]([SH:7])=[CH:3][C:4](=[O:6])[CH3:5].[N+:8]([CH2:11][CH2:12]OC(=O)C)([O-])=[O:9]>C(O)C>[O:6]=[C:4]([CH3:5])[CH:3]=[C:2]1[S:7][C:11](=[N:8][OH:9])[CH2:12][S:1]1. Procedure details: To a solution of 6.8 grams (0.5m) of 4,4-dimercapto-3-buten-2-one in ethanol cooled to 10° C. was added 2.0 grams (0.5m) of sodium hydroxide dissolved in 30 ml of ethanol followed by dropwise addition at 0°-10° C. of 6.7 grams (0.5m) of nitroethylacetate dissolved in ethanol. The solvent is O (water). Yields the product NC1=CC=CC=2C(C3=CC=CC=C3C(C12)=O)=O (1-aminoanthraquinone). Run at temperature 90 celsius, time 2 hour. Reactants: [N+](=O)([O-])C1=C2C(C3CC=CCC3C(C2=CC=C1)=O)=O (5-nitro-1,4,4a,9a-tetrahydroanthraquinone), N1=CC=CC=C1 (pyridine), S (hydrogen sulfide). As a reaction SMILES: [N+:1]([C:4]1[CH:17]=[CH:16][CH:15]=[C:14]2[C:5]=1[C:6](=[O:19])[CH:7]1[CH:12]([C:13]2=[O:18])[CH2:11][CH:10]=[CH:9][CH2:8]1)([O-])=O.N1C=CC=CC=1.S>O>[NH2:1][C:4]1[C:5]2[C:6](=[O:19])[C:7]3[C:12](=[CH:11][CH:10]=[CH:9][CH:8]=3)[C:13](=[O:18])[C:14]=2[CH:15]=[CH:16][CH:17]=1. Procedure: A mixture of 5.0 parts of 5-nitro-1,4,4a,9a-tetrahydroanthraquinone with 50 parts of pyridine was stirred at 90°C for 2 hours with introducing thereinto 0.8 parts/hour of gaseous hydrogen sulfide. The reaction mixture was then cooled to 25°C and added with 50 parts of water to precipitate crystals. The crystals were recovered by filtration, washed with water and dried under reduced pressure to obtain 3.9 parts of 1-aminoanthraquinone. Starting materials: CSC1C(NC2=CC=C(C=C12)[N+](=O)[O-])=O (3-methylthio-5-nitrooxindole), ClN1C(CCC1=O)=O (N-chlorosuccinimide). Run in C(Cl)(Cl)Cl (chloroform). Product: ClC1(C(NC2=CC=C(C=C12)[N+](=O)[O-])=O)SC (3-chloro-3-methylthio-5-nitrooxindole). Reaction SMILES: [CH3:1][S:2][CH:3]1[C:11]2[C:6](=[CH:7][CH:8]=[C:9]([N+:12]([O-:14])=[O:13])[CH:10]=2)[NH:5][C:4]1=[O:15].[Cl:16]N1C(=O)CCC1=O>C(Cl)(Cl)Cl>[Cl:16][C:3]1([S:2][CH3:1])[C:11]2[C:6](=[CH:7][CH:8]=[C:9]([N+:12]([O-:14])=[O:13])[CH:10]=2)[NH:5][C:4]1=[O:15]. Reported procedure: A solution of 3-methylthio-5-nitrooxindole (900 mg, 4 mmol) and N-chlorosuccinimide (600 mg, 4.5 mmol) in 50 ml of chloroform was stirred at room temperature for 1 hour and then evaporated to dryness in vacuo, yielding 3-chloro-3-methylthio-5-nitrooxindole. The residue was dissolved in 15 ml of tetrahydrofuran and added to a vigorously stirred slurry of red mercuric oxide powder (900 mg, 4.3 mmol) and boron trifluoride etherate (600 mg, 4.3 mmol) in 100 ml of 20 percent aqueous tetrahydrofuran. ... The reactants are CCOC(C)=O, CC(=O)OC(C)=O, CCc1cc2nc(C)nc(-c3ccc(Cl)cc3Cl)n2n1, O=[N+]([O-])O. Product: CCc1nn2c(-c3ccc(Cl)cc3Cl)nc(C)nc2c1[N+](=O)[O-]. RXN SMILES: [CH3:25][CH2:26][O:27][C:28]([CH3:29])=[O:30].[CH3:31][C:32]([O:33][C:34](=[O:35])[CH3:36])=[O:37].[Cl:1][c:2]1[c:3](-[c:9]2[n:10][c:11]([CH3:20])[n:12][c:13]3[n:14]2[n:15][c:16]([CH2:18][CH3:19])[cH:17]3)[cH:4][cH:5][c:6]([Cl:8])[cH:7]1.[OH:21][N+:22]([O-:23])=[O:24]>>[Cl:1][c:2]1[c:3](-[c:9]2[n:10][c:11]([CH3:20])[n:12][c:13]3[n:14]2[n:15][c:16]([CH2:18][CH3:19])[c:17]3[N+:22](=[O:21])[O-:23])[cH:4][cH:5][c:6]([Cl:8])[cH:7]1. Reactants: O=C(CCC(=O)O)C=1C=C2CC(N(C2=CC1)C)=O (4-oxo-4-(1-methyl-2-oxoindolin-5-yl)butanoic acid), O.NN (hydrazine hydrate). The solvent is CN(C=O)C (dimethylformamide). Yields the product O=C1NN=C(CC1)C=1C=C2CC(N(C2=CC1)C)=O (5-(3-oxo-2,3,4,5-tetrahydropyridazin-6-yl)-1-methylindolin-2-one). Reaction SMILES: O=[C:2]([C:8]1[CH:9]=[C:10]2[C:14](=[CH:15][CH:16]=1)[N:13]([CH3:17])[C:12](=[O:18])[CH2:11]2)[CH2:3][CH2:4][C:5](O)=[O:6].O.[NH2:20][NH2:21]>CN(C)C=O>[O:6]=[C:5]1[CH2:4][CH2:3][C:2]([C:8]2[CH:9]=[C:10]3[C:14](=[CH:15][CH:16]=2)[N:13]([CH3:17])[C:12](=[O:18])[CH2:11]3)=[N:21][NH:20]1 |f:1.2|. Procedure: A solution of 7 g of 4-oxo-4-(1-methyl-2-oxoindolin-5-yl)butanoic acid and 3 ml of hydrazine hydrate in 70 ml of dimethylformamide was heated on a water bath for 4 hours. The precipitated crystals were filtered off and recrystallized from dimethylformamide to give 4.0 g of 5-(3-oxo-2,3,4,5-tetrahydropyridazin-6-yl)-1-methylindolin-2-one as pale yellow prisms, melting at 261°-264° C.